This data is from the Open Reaction Database (ORD), a public repository of structured organic reaction records. The task is: describe an organic reaction: reactants, conditions, products, and yield The reactants are C1=CC=CC=C1 (benzene), CC1=CC=C(C=C1)C1(CCCC1)N (1-(p-methylphenyl)cyclopentylamine), CC(C(=O)Cl)(C)C (trimethylacetyl chloride). The solvent is C(C)N(CC)CC (triethylamine). Reaction conditions: time 3 hour. Product: CC1=CC=C(C=C1)C1(CCCC1)NC(C(C)(C)C)=O (N-[1-(p-methylphenyl)cyclopentyl]trimethylacetamide). Yield: 83.7%. RXN SMILES: C1C=CC=CC=1.[CH3:7][C:8]1[CH:13]=[CH:12][C:11]([C:14]2([NH2:19])[CH2:18][CH2:17][CH2:16][CH2:15]2)=[CH:10][CH:9]=1.[CH3:20][C:21]([CH3:26])([CH3:25])[C:22](Cl)=[O:23]>C(N(CC)CC)C>[CH3:7][C:8]1[CH:9]=[CH:10][C:11]([C:14]2([NH:19][C:22](=[O:23])[C:21]([CH3:26])([CH3:25])[CH3:20])[CH2:18][CH2:17][CH2:16][CH2:15]2)=[CH:12][CH:13]=1. Procedure details: Into a 200 ml four-necked flask, there were charged benzene (100 ml), 1-(p-methylphenyl)cyclopentylamine (8.8 g) and triethylamine (6.1 g), and trimethylacetyl chloride (6.0 g) was dropwise added thereto while stirring at room temperature. Stirring was continued for 3 hours. After completion of the reaction, the reaction mixture was washed with water to remove triethylamine hydrochloride. After the benzene layer was dried over anhydrous sodium sulfate, the solvent was distilled off under reduced...